From a dataset of the Open Reaction Database (ORD), a public repository of structured organic reaction records. describe an organic reaction: reactants, conditions, products, and yield Starting materials: COc1ncc(Br)cc1CNc1ccc(Oc2ccc(C)cc2)cc1, CS(=O)(=O)Cl, ClCCl, ClCCl, c1ccncc1. The product is COc1ncc(Br)cc1CN(c1ccc(Oc2ccc(C)cc2)cc1)S(C)(=O)=O. Reaction SMILES: [Br:1][c:2]1[cH:3][c:4]([CH2:10][NH:11][c:12]2[cH:13][cH:14][c:15]([O:18][c:19]3[cH:20][cH:21][c:22]([CH3:25])[cH:23][cH:24]3)[cH:16][cH:17]2)[c:5]([O:8][CH3:9])[n:6][cH:7]1.[CH3:26][S:27](=[O:28])(=[O:29])[Cl:30].[Cl:31][CH2:32][Cl:33].[Cl:40][CH2:41][Cl:42].[cH:34]1[cH:35][cH:36][n:37][cH:38][cH:39]1>>[Br:1][c:2]1[cH:3][c:4]([CH2:10][N:11]([c:12]2[cH:13][cH:14][c:15]([O:18][c:19]3[cH:20][cH:21][c:22]([CH3:25])[cH:23][cH:24]3)[cH:16][cH:17]2)[S:27]([CH3:26])(=[O:28])=[O:29])[c:5]([O:8][CH3:9])[n:6][cH:7]1. The reactants are C1COCCN1, CS(C)=O, CC(C)N(C(C)C)C(C)C, O=C(Nc1cn2nc(Oc3cccc(NC(=O)c4cccc(C(F)(F)F)c4)c3)ccc2n1)OCC(Cl)(Cl)Cl, [Na+], O=C([O-])O. Reaction SMILES: [CH2:39]1[CH2:40][O:41][CH2:42][CH2:43][NH:44]1.[CH3:60][S:61](=[O:62])[CH3:63].[CH:45]([N:46]([CH:47]([CH3:48])[CH3:49])[CH:50]([CH3:51])[CH3:52])([CH3:53])[CH3:54].[F:1][C:2]([c:3]1[cH:4][c:5]([C:6](=[O:7])[NH:8][c:9]2[cH:10][c:11]([O:12][c:13]3[cH:14][cH:15][c:16]4[n:17]([n:18]3)[cH:19][c:20]([NH:22][C:23]([O:24][CH2:25][C:26]([Cl:27])([Cl:28])[Cl:29])=[O:30])[n:21]4)[cH:31][cH:32][cH:33]2)[cH:34][cH:35][cH:36]1)([F:37])[F:38].[Na+:55].[OH:56][C:57](=[O:58])[O-:59]>>[F:1][C:2]([c:3]1[cH:4][c:5]([C:6](=[O:7])[NH:8][c:9]2[cH:10][c:11]([O:12][c:13]3[cH:14][cH:15][c:16]4[n:17]([n:18]3)[cH:19][c:20]([NH:22][C:23](=[O:30])[N:44]3[CH2:39][CH2:40][O:41][CH2:42][CH2:43]3)[n:21]4)[cH:31][cH:32][cH:33]2)[cH:34][cH:35][cH:36]1)([F:37])[F:38]. The product is O=C(Nc1cccc(Oc2ccc3nc(NC(=O)N4CCOCC4)cn3n2)c1)c1cccc(C(F)(F)F)c1. Reactants: C(C1=CC=CC=C1)C1CCN(CC1)CCNC(=O)C1=NC(=C(N=C1N)N)Cl (3,5-diamino-6-chloro-pyrazine-2-carboxylic acid [2-(4-benzyl-piperidin-1-yl)-ethyl]-amide), CI (methyl iodide). The solvent is CC(=O)C (acetone). The product is [I-].C(C1=CC=CC=C1)C1CC[N+](CC1)(C)CCNC(=O)C1=NC(=C(N=C1N)N)Cl (4-Benzyl-1-{2-[(3,5-diamino-6-chloro-pyrazine-2-carbonyl)-amino]-ethyl}-1-methyl-piperidinium iodide). As a reaction SMILES: [CH2:1]([CH:8]1[CH2:13][CH2:12][N:11]([CH2:14][CH2:15][NH:16][C:17]([C:19]2[C:24]([NH2:25])=[N:23][C:22]([NH2:26])=[C:21]([Cl:27])[N:20]=2)=[O:18])[CH2:10][CH2:9]1)[C:2]1[CH:7]=[CH:6][CH:5]=[CH:4][CH:3]=1.[CH3:28][I:29]>CC(C)=O>[I-:29].[CH2:1]([CH:8]1[CH2:9][CH2:10][N+:11]([CH2:14][CH2:15][NH:16][C:17]([C:19]2[C:24]([NH2:25])=[N:23][C:22]([NH2:26])=[C:21]([Cl:27])[N:20]=2)=[O:18])([CH3:28])[CH2:12][CH2:13]1)[C:2]1[CH:3]=[CH:4][CH:5]=[CH:6][CH:7]=1 |f:3.4|. Reported procedure: A solution of 3,5-diamino-6-chloro-pyrazine-2-carboxylic acid [2-(4-benzyl-piperidin-1-yl)-ethyl]-amide (39 mg, 0.10 mmol) and methyl iodide (0.031 mL, 0.50 mmol) in acetone (2 mL) is heated at reflux for 3 h. After cooling to RT the solvent is removed in vacuo to afford the title compound as yellow solid. M+ 403. 1H NMR (400 MHz, DMSO-d6) δ 8.30 (1H, t), 7.62 (2H, br), 7.39-7.36 (2H, m), 7.29-7.23 (3H, m), 7.16 (2H, br), 3.73-3.47 (6H, m), 3.35-3.28 (2H, m), 3.14 (3H, s), 2.67 (2H, d), 1.92-1.8... Reactants: C1=NC=CC2=CC=CC=C12 (isoquinoline), Grignard reagent, ClC(=O)OCC (ethyl chloroformate), N#N (N2), BrC1=CC=C(C=C1)C(F)(F)F (1-bromo-4-(trifluoromethyl)benzene), [Mg] (magnesium), II (iodine). The solvent is C1CCOC1 (THF), C1CCOC1 (THF). Reaction conditions: time 15 minute. The product is 4-trifluoromethylphenyl Grignard reagent, FC(C1=CC=C(C=C1)C1N(C=CC2=CC=CC=C12)C(=O)OCC)(F)F (ethyl 1-(4-(trifluoromethyl)phenyl)isoquinoline-2(1H)-carboxylate). RXN SMILES: Br[C:2]1[CH:7]=[CH:6][C:5]([C:8]([F:11])([F:10])[F:9])=[CH:4][CH:3]=1.[Mg].II.[CH:15]1[C:24]2[C:19](=[CH:20][CH:21]=[CH:22][CH:23]=2)[CH:18]=[CH:17][N:16]=1.Cl[C:26]([O:28][CH2:29][CH3:30])=[O:27].N#N>C1COCC1>[F:9][C:8]([F:11])([F:10])[C:5]1[CH:6]=[CH:7][C:2]([CH:15]2[C:24]3[C:19](=[CH:20][CH:21]=[CH:22][CH:23]=3)[CH:18]=[CH:17][N:16]2[C:26]([O:28][CH2:29][CH3:30])=[O:27])=[CH:3][CH:4]=1. Procedure details: The 4-trifluoromethylphenyl Grignard reagent was prepared by adding 1-bromo-4-(trifluoromethyl)benzene (1.3 mL, 9.2 mmol) to a suspension of magnesium turnings (240 mg, 10.0 mmol), a catalytic amount of iodine in THF (10 mL) and stirred at RT for 1.5 h. A separate round-bottomed flask containing isoquinoline (1.1 g, 8.3 mmol) in anhydrous THF (10 mL) was charged with ethyl chloroformate (0.88 mL, 9.2 mmol) under a stream of N2 and the mixture was stirred at RT for 15 min, and then cooled to 0° C... Reactants: Cl (hydrochloric acid), OC1=C(C=CC=C1)CCC(=O)OC (methyl 3-(2-hydroxyphenyl)propionate), C(C1=CC=CC=C1)Br (benzyl bromide), [H-].[Na+] (sodium hydride). Solvent: C(C)OCC (diethyl ether), CN(C=O)C (dimethylformamide). Reaction conditions: time 30 minute. The product is C(C1=CC=CC=C1)OC1=C(C=CC=C1)CCC(=O)OC (methyl 3-(2-benzyloxyphenyl)-propionate). RXN SMILES: [H-].[Na+].[OH:3][C:4]1[CH:9]=[CH:8][CH:7]=[CH:6][C:5]=1[CH2:10][CH2:11][C:12]([O:14][CH3:15])=[O:13].[CH2:16](Br)[C:17]1[CH:22]=[CH:21][CH:20]=[CH:19][CH:18]=1.Cl>CN(C)C=O.C(OCC)C>[CH2:16]([O:3][C:4]1[CH:9]=[CH:8][CH:7]=[CH:6][C:5]=1[CH2:10][CH2:11][C:12]([O:14][CH3:15])=[O:13])[C:17]1[CH:22]=[CH:21][CH:20]=[CH:19][CH:18]=1 |f:0.1|. Reported procedure: To an ice-bath cooled suspension of sodium hydride (60% dispersion in mineral oil, 0.40 g) in dimethylformamide (18 ml) were added dropwise methyl 3-(2-hydroxyphenyl)propionate (1.80 g) and benzyl bromide successively. After being stirred for 30 minutes, the mixture was poured into a mixture of diethyl ether (20 ml) and 1N hydrochloric acid solution (90 ml). The organic layer was separated and the aqueous layer was extracted by diethyl ether. The combined organic layer was washed with aqueous so... Reaction conditions: temperature 70 celsius, time 15 minute. Isolated yield 95.1%. Procedure details: The methyl ester 18 (2.2 g, 4.26 mmol) was dissolved in MeOH (30 mL). Sodium hydroxide (340 mg, 8.5 mmol) was dissolved in water (7 mL) and added to the ester solution. The reaction mixture was stirred at 70° C. for 15 min. The methanol was then removed under vacuum and water (20 mL) was added. The aqueous solution was allowed to return to room temperature and a 5% aqueous citric acid solution was added to adjust the pH to <4. The precipitate was extracted with EtOAc (100 mL). The organic layer ... Yields the product C(C=C)OC(=O)N1C([C@H]2N(C(C3=C1C=C(C(=C3)OC)OCCCC(=O)O)=O)CCC2)OC2OCCCC2 ((11aS)-8-(3-Carboxy-propoxy)-7-methoxy-5-oxo-11-(tetrahydropyran-2-yloxy)-2,3,11,11a-tetrahydro-1H,5H-pyrrolo[2,1-c][1,4]benzodiazepine-10-carboxylic acid allyl ester). Solvent: O (water), CO (MeOH). Reaction SMILES: [CH2:1]([O:4][C:5]([N:7]1[C:13]2[CH:14]=[C:15]([O:20][CH2:21][CH2:22][CH2:23][C:24]([O:26]C)=[O:25])[C:16]([O:18][CH3:19])=[CH:17][C:12]=2[C:11](=[O:28])[N:10]2[CH2:29][CH2:30][CH2:31][C@H:9]2[CH:8]1[O:32][CH:33]1[CH2:38][CH2:37][CH2:36][CH2:35][O:34]1)=[O:6])[CH:2]=[CH2:3].[OH-].[Na+]>CO.O>[CH2:1]([O:4][C:5]([N:7]1[C:13]2[CH:14]=[C:15]([O:20][CH2:21][CH2:22][CH2:23][C:24]([OH:26])=[O:25])[C:16]([O:18][CH3:19])=[CH:17][C:12]=2[C:11](=[O:28])[N:10]2[CH2:29][CH2:30][CH2:31][C@H:9]2[CH:8]1[O:32][CH:33]1[CH2:38][CH2:37][CH2:36][CH2:35][O:34]1)=[O:6])[CH:2]=[CH2:3] |f:1.2|. Reactants: [OH-].[Na+] (Sodium hydroxide), C(C=C)OC(=O)N1C([C@H]2N(C(C3=C1C=C(C(=C3)OC)OCCCC(=O)OC)=O)CCC2)OC2OCCCC2 ((11aS)-7-Methoxy-8-(3-methoxycarbonyl-propoxy)-5-oxo-11-(tetrahydropyran-2-yloxy)-2,3,11,11a-tetrahydro-1H,5H-pyrrolo[2,1-c][1,4]benzodiazepine-10-carboxylic acid allyl ester), ester.